From a dataset of the Open Reaction Database (ORD), a public repository of structured organic reaction records. describe an organic reaction: reactants, conditions, products, and yield The reactants are O=C1CCC(=O)N1Br, O=C1CC(c2ncc3c(Cl)nccn23)C1, CN(C)C=O, O. Yields the product O=C1CC(c2nc(Br)c3c(Cl)nccn23)C1. Reaction SMILES: [Br:16][N:17]1[C:18](=[O:19])[CH2:20][CH2:21][C:22]1=[O:23].[Cl:1][c:2]1[c:3]2[n:4]([cH:5][cH:6][n:7]1)[c:8]([CH:11]1[CH2:12][C:13](=[O:15])[CH2:14]1)[n:9][cH:10]2.[O:25]=[CH:26][N:27]([CH3:28])[CH3:29].[OH2:24]>>[Cl:1][c:2]1[c:3]2[n:4]([cH:5][cH:6][n:7]1)[c:8]([CH:11]1[CH2:12][C:13](=[O:15])[CH2:14]1)[n:9][c:10]2[Br:16].